Dataset: the Open Reaction Database (ORD), a public repository of structured organic reaction records. Task: describe an organic reaction: reactants, conditions, products, and yield Reactants: CC(=O)O[BH-](OC(C)=O)OC(C)=O, O=C([O-])O, CC(=O)O, CC(=O)C1CC1, Nc1cccc(Cl)c1, ClCCCl, ClCCl, [Na+], [Na+]. The product is CC(Nc1cccc(Cl)c1)C1CC1. RXN SMILES: [C:15]([O:16][BH-:17]([O:18][C:19](=[O:20])[CH3:21])[O:22][C:23](=[O:24])[CH3:25])(=[O:26])[CH3:27].[C:33](=[O:34])([OH:35])[O-:36].[CH3:29][C:30](=[O:31])[OH:32].[CH3:9][C:10](=[O:11])[CH:12]1[CH2:13][CH2:14]1.[Cl:1][c:2]1[cH:3][c:4]([NH2:5])[cH:6][cH:7][cH:8]1.[Cl:38][CH2:39][CH2:40][Cl:41].[Cl:42][CH2:43][Cl:44].[Na+:28].[Na+:37]>>[Cl:1][c:2]1[cH:3][c:4]([NH:5][CH:10]([CH3:9])[CH:12]2[CH2:13][CH2:14]2)[cH:6][cH:7][cH:8]1. The reactants are CS(C)=O, O=C(Cl)C(=O)Cl, ClCCl, O, CC(O)CNC(=O)C1CCC(c2nc(-c3cccc(Br)c3)c[nH]2)CC1. The product is CC(=O)CNC(=O)C1CCC(c2nc(-c3cccc(Br)c3)c[nH]2)CC1. Reaction SMILES: [CH3:7][S:8]([CH3:9])=[O:10].[Cl:1][C:2]([C:3]([Cl:4])=[O:5])=[O:6].[Cl:36][CH2:37][Cl:38].[OH2:39].[OH:11][CH:12]([CH2:13][NH:14][C:15](=[O:16])[CH:17]1[CH2:18][CH2:19][CH:20]([c:23]2[nH:24][cH:25][c:26](-[c:28]3[cH:29][c:30]([Br:34])[cH:31][cH:32][cH:33]3)[n:27]2)[CH2:21][CH2:22]1)[CH3:35]>>[O:11]=[C:12]([CH2:13][NH:14][C:15](=[O:16])[CH:17]1[CH2:18][CH2:19][CH:20]([c:23]2[nH:24][cH:25][c:26](-[c:28]3[cH:29][c:30]([Br:34])[cH:31][cH:32][cH:33]3)[n:27]2)[CH2:21][CH2:22]1)[CH3:35].